Dataset: the Open Reaction Database (ORD), a public repository of structured organic reaction records. Task: describe an organic reaction: reactants, conditions, products, and yield Starting materials: solution, [H-].COCCO[Al+]OCCOC.[Na+].[H-] (sodium bis(2-methoxyethoxy)-aluminum hydride), NC1=C(C=NN1CC(OCC)OCC)C(=O)O (5-amino-4-carboxy-1-(2,2-diethoxyethyl)pyrazole), ClCCl (dichloromethane), O (water). Solvent: C1(=CC=CC=C1)C (toluene), C=1(C(=CC=CC1)C)C (xylene). Product: NC1=C(C=NN1\C=C\OCC)C (5-amino-4-methyl-1-[(E)-2-ethoxyvinyl]-pyrazole). Isolated yield 21.7%. Reaction SMILES: [NH2:1][C:2]1[N:6]([CH2:7][CH:8](OCC)[O:9][CH2:10][CH3:11])[N:5]=[CH:4][C:3]=1[C:15](O)=O.[H-].COCCO[Al+]OCCOC.[Na+].[H-].ClCCl.O>C1(C)C(C)=CC=CC=1.C1(C)C=CC=CC=1>[NH2:1][C:2]1[N:6](/[CH:7]=[CH:8]/[O:9][CH2:10][CH3:11])[N:5]=[CH:4][C:3]=1[CH3:15] |f:1.2.3.4|. Procedure details: To a suspension of 5-amino-4-carboxy-1-(2,2-diethoxyethyl)pyrazole (4 g) in xylene (15.6 ml) was added dropwise 3.4M solution of sodium bis(2-methoxyethoxy)-aluminum hydride in toluene (15.6 ml) at room temperature in an atmosphere of nitrogen. Then the mixture was refluxed for 6 hours, and poured into a mixture of dichloromethane and water. The precipitate was filtered off, and the organic layer was separated and dried over magnesium sulfate. The organic solvent was evaporated in vacuo to give ...